This data is from the Open Reaction Database (ORD), a public repository of structured organic reaction records. The task is: describe an organic reaction: reactants, conditions, products, and yield Starting materials: COC(C)(C)C, CCOC(=O)C(OCC)c1c(F)cc(Oc2ccc(OC)cc2)cc1F, C1CCOC1, CO, Cl, [Li+], [OH-], O, O. As a reaction SMILES: [C:39]([O:40][CH3:41])([CH3:42])([CH3:43])[CH3:44].[CH2:1]([CH3:2])[O:3][C:4]([CH:5]([O:6][CH2:7][CH3:8])[c:9]1[c:10]([F:25])[cH:11][c:12]([O:16][c:17]2[cH:18][cH:19][c:20]([O:23][CH3:24])[cH:21][cH:22]2)[cH:13][c:14]1[F:15])=[O:26].[CH2:33]1[O:34][CH2:35][CH2:36][CH2:37]1.[CH3:27][OH:28].[ClH:32].[Li+:30].[OH-:29].[OH2:31].[OH2:38]>>[O:3]=[C:4]([CH:5]([O:6][CH2:7][CH3:8])[c:9]1[c:10]([F:25])[cH:11][c:12]([O:16][c:17]2[cH:18][cH:19][c:20]([O:23][CH3:24])[cH:21][cH:22]2)[cH:13][c:14]1[F:15])[OH:26]. Yields the product CCOC(C(=O)O)c1c(F)cc(Oc2ccc(OC)cc2)cc1F. The reactants are FC(C(=O)O)(F)F (trifluoroacetic acid), C(O)([O-])=O.[Na+] (sodium hydrogen carbonate), C(C)(C)(C)OC(N(C)[C@H](CC1=CC2=CC=CC=C2C=C1)C(N(C)CCC1=C(C=CC=C1)NS(=O)(=O)C1=CC=CC=C1)=O)=O (N-((1R)-1-{N-[2-(2-(phenylsulfonylamino)phenyl)ethyl]-N-methylcarbamoyl}2-(2-naphthyl)ethyl)-N-methylcarbamic acid tert-butyl ester), C(O)([O-])=O.[Na+] (sodium hydrogen carbonate). The solvent is ClCCl (dichloromethane), ClCCl (dichloromethane). Run at time 2.5 hour. Product: C1(=CC=CC=C1)S(=O)(=O)NC1=C(C=CC=C1)CCN(C([C@@H](CC1=CC2=CC=CC=C2C=C1)NC)=O)C ((2R)-N-[2-(2-(phenylsulfonylamino)phenyl)ethyl]-N-methyl-2-(methylamino)-3-(2-naphthyl)propionamide). Isolated yield 80.1%. RXN SMILES: FC(F)(F)C(O)=O.C(O[C:13](=O)[N:14]([C@@H:16]([C:28](=[O:49])[N:29]([CH2:31][CH2:32][C:33]1[CH:38]=[CH:37][CH:36]=[CH:35][C:34]=1[NH:39][S:40]([C:43]1[CH:48]=[CH:47][CH:46]=[CH:45][CH:44]=1)(=[O:42])=[O:41])[CH3:30])[CH2:17][C:18]1[CH:27]=[CH:26][C:25]2[C:20](=[CH:21][CH:22]=[CH:23][CH:24]=2)[CH:19]=1)C)(C)(C)C.C(=O)([O-])O.[Na+]>ClCCl>[C:43]1([S:40]([NH:39][C:34]2[CH:35]=[CH:36][CH:37]=[CH:38][C:33]=2[CH2:32][CH2:31][N:29]([CH3:30])[C:28](=[O:49])[C@H:16]([NH:14][CH3:13])[CH2:17][C:18]2[CH:27]=[CH:26][C:25]3[C:20](=[CH:21][CH:22]=[CH:23][CH:24]=3)[CH:19]=2)(=[O:42])=[O:41])[CH:44]=[CH:45][CH:46]=[CH:47][CH:48]=1 |f:2.3|. Procedure details: At 0° C., trifluoroacetic acid (4 ml) was given to a solution of N-((1R)-1-{N-[2-(2-(phenylsulfonylamino)phenyl)ethyl]-N-methylcarbamoyl}2-(2-naphthyl)ethyl)-N-methylcarbamic acid tert-butyl ester (647 mg, 1.08 mmol) in dichloromethane (4 ml). The reaction mixture was stirred for 2.5 h at. 0° C. It was diluted with dichloromethane (15 ml). A saturated aqueous solution of sodium hydrogen carbonate (15 ml) was added. Solid sodium hydrogen carbonate was added until pH 7 was obtained. The phases wer... Reactants: COC=1C=C2CCN(CC2=CC1OC)CCCCNC(C1=C(C=CC(=C1)C)O)=O (N-(4-(6,7-dimethoxy-3,4-dihydroisoquinolin-2(1H)-yl)butyl)-2-hydroxy-5-methylbenzamide), ClCCOCCO (2-(2-chloroethoxy)ethanol), C([O-])([O-])=O.[K+].[K+] (potassium carbonate). Solvent: CN(C=O)C (N,N-Dimethylformamide). Product: COC=1C=C2CCN(CC2=CC1OC)CCCCNC(C1=C(C=CC(=C1)C)OCCOCCO)=O (N-(4-(6,7-dimethoxy-3,4-dihydroisoquinolin-2(1H)-yl)butyl)-2-(2-(2-hydroxyethoxy)ethoxy)-5-methylbenzamide). Yield: 52.7%. Reaction SMILES: [CH3:1][O:2][C:3]1[CH:4]=[C:5]2[C:10](=[CH:11][C:12]=1[O:13][CH3:14])[CH2:9][N:8]([CH2:15][CH2:16][CH2:17][CH2:18][NH:19][C:20](=[O:29])[C:21]1[CH:26]=[C:25]([CH3:27])[CH:24]=[CH:23][C:22]=1[OH:28])[CH2:7][CH2:6]2.Cl[CH2:31][CH2:32][O:33][CH2:34][CH2:35][OH:36].C(=O)([O-])[O-].[K+].[K+]>CN(C)C=O>[CH3:1][O:2][C:3]1[CH:4]=[C:5]2[C:10](=[CH:11][C:12]=1[O:13][CH3:14])[CH2:9][N:8]([CH2:15][CH2:16][CH2:17][CH2:18][NH:19][C:20](=[O:29])[C:21]1[CH:26]=[C:25]([CH3:27])[CH:24]=[CH:23][C:22]=1[O:28][CH2:31][CH2:32][O:33][CH2:34][CH2:35][OH:36])[CH2:7][CH2:6]2 |f:2.3.4|. Procedure details: The mixture of 4a (0.65 g, 1.6 mmol), 2-(2-chloroethoxy)ethanol (0.64 g, 5.1 mmol), potassium carbonate (0.71 g, 5.1 mmol) in of N,N-Dimethylformamide (DMF) (25 mL) was refluxed over night under an atmosphere of nitrogrn. The reaction mixture was cooled to room temperature and quenched with 100 mL water. The aqueous solution was extracted with ethyl acetate (3 X2 50 mL). The combined organic layer was washed with brine (3×30 mL) and dried over Na2SO4. After concentrating under reduced pressure, ... Reactants: COC(C[C@@H]1COC2=C1C=CC(=C2)O[C@@H]2CCC1=C(C=CC(=C21)F)B2OC(C(O2)(C)C)(C)C)=O ({(S)-6-[(R)-7-fluoro-4-(4,4,5,5-tetramethyl-[1,3,2]dioxaborolan-2-yl)-indan-1-yloxy]-2,3-dihydro-benzofuran-3-yl}-acetic acid methyl ester), NaIO4. Run in CC(=O)C (acetone), O (water), O (Water). Conditions: time 36 hour. The product is FC=1C=CC(=C2CC[C@H](C12)OC1=CC2=C([C@@H](CO2)CC(=O)OC)C=C1)B(O)O ((R)-7-Fluoro-1-[(S)-3-methoxycarbonylmethyl-2,3-dihydrobenzofuran-6-yloxy]-2,3-dihydro-1H-inden-4-ylboronic acid). Reaction SMILES: [CH3:1][O:2][C:3](=[O:34])[CH2:4][C@H:5]1[C:9]2[CH:10]=[CH:11][C:12]([O:14][C@H:15]3[C:23]4[C:18](=[C:19]([B:25]5[O:29]C(C)(C)C(C)(C)[O:26]5)[CH:20]=[CH:21][C:22]=4[F:24])[CH2:17][CH2:16]3)=[CH:13][C:8]=2[O:7][CH2:6]1>CC(C)=O.O>[F:24][C:22]1[CH:21]=[CH:20][C:19]([B:25]([OH:29])[OH:26])=[C:18]2[C:23]=1[C@H:15]([O:14][C:12]1[CH:11]=[CH:10][C:9]3[C@H:5]([CH2:4][C:3]([O:2][CH3:1])=[O:34])[CH2:6][O:7][C:8]=3[CH:13]=1)[CH2:16][CH2:17]2. Procedure: {(S)-6-[(R)-7-fluoro-4-(4,4,5,5-tetramethyl-[1,3,2]dioxaborolan-2-yl)-indan-1-yloxy]-2,3-dihydro-benzofuran-3-yl}-acetic acid methyl ester (3.00 g) is dissolved in acetone (20 mL) and water (10 mL). NaIO4 (5.90 g) and NH4O2CCH3 (2.85 g) are added. The mixture is stirred at room temperature for 36 h. Water is added and the resulting mixture is extracted with ethyl acetate. The combined extract is dried (Na2SO4) and concentrated to give the title compound LC (method 12): tR=1.02 min; Mass spectrum... Reactants: Cc1ccc(S(=O)(=O)O)cc1, Cc1ccccc1, CC(=O)c1ccc(Cn2ccc([N+](=O)[O-])n2)o1, N#N, O, OCCO. Yields the product CC1(c2ccc(Cn3ccc([N+](=O)[O-])n3)o2)OCCO1. As a reaction SMILES: [CH3:24][c:25]1[cH:26][cH:27][c:28]([S:29]([OH:30])(=[O:31])=[O:32])[cH:33][cH:34]1.[CH3:35][c:36]1[cH:37][cH:38][cH:39][cH:40][cH:41]1.[N+:3](=[O:4])([O-:5])[c:6]1[n:7][n:8]([CH2:11][c:12]2[cH:13][cH:14][c:15]([C:17]([CH3:18])=[O:19])[o:16]2)[cH:9][cH:10]1.[N:1]#[N:2].[OH2:42].[OH:20][CH2:21][CH2:22][OH:23]>>[N+:3](=[O:4])([O-:5])[c:6]1[n:7][n:8]([CH2:11][c:12]2[cH:13][cH:14][c:15]([C:17]3([CH3:18])[O:19][CH2:22][CH2:21][O:20]3)[o:16]2)[cH:9][cH:10]1.